This data is from the Open Reaction Database (ORD), a public repository of structured organic reaction records. The task is: describe an organic reaction: reactants, conditions, products, and yield The reactants are COC(=O)Cc1ccc(Br)s1, Cc1ccccc1, CCO, Cl, N#N, Nc1ccccc1B(O)O, O, [Pd], c1ccc(P(c2ccccc2)c2ccccc2)cc1, c1ccc(P(c2ccccc2)c2ccccc2)cc1, c1ccc(P(c2ccccc2)c2ccccc2)cc1, c1ccc(P(c2ccccc2)c2ccccc2)cc1. Product: COC(=O)Cc1ccc(-c2ccccc2N)s1. As a reaction SMILES: [CH3:17][O:18][C:19]([CH2:20][c:21]1[s:22][c:23]([Br:26])[cH:24][cH:25]1)=[O:27].[CH3:29][c:30]1[cH:31][cH:32][cH:33][cH:34][cH:35]1.[CH3:3][CH2:4][OH:5].[ClH:6].[N:1]#[N:2].[NH2:7][c:8]1[c:9]([B:14]([OH:15])[OH:16])[cH:10][cH:11][cH:12][cH:13]1.[OH2:28].[Pd:36].[c:37]1([P:38]([c:39]2[cH:40][cH:41][cH:42][cH:43][cH:44]2)[c:45]2[cH:46][cH:47][cH:48][cH:49][cH:50]2)[cH:51][cH:52][cH:53][cH:54][cH:55]1.[c:56]1([P:57]([c:58]2[cH:59][cH:60][cH:61][cH:62][cH:63]2)[c:64]2[cH:65][cH:66][cH:67][cH:68][cH:69]2)[cH:70][cH:71][cH:72][cH:73][cH:74]1.[c:75]1([P:76]([c:77]2[cH:78][cH:79][cH:80][cH:81][cH:82]2)[c:83]2[cH:84][cH:85][cH:86][cH:87][cH:88]2)[cH:89][cH:90][cH:91][cH:92][cH:93]1.[c:94]1([P:95]([c:96]2[cH:97][cH:98][cH:99][cH:100][cH:101]2)[c:102]2[cH:103][cH:104][cH:105][cH:106][cH:107]2)[cH:108][cH:109][cH:110][cH:111][cH:112]1>>[NH2:7][c:8]1[c:9](-[c:23]2[s:22][c:21]([CH2:20][C:19]([O:18][CH3:17])=[O:27])[cH:25][cH:24]2)[cH:10][cH:11][cH:12][cH:13]1.